Dataset: the Open Reaction Database (ORD), a public repository of structured organic reaction records. Task: describe an organic reaction: reactants, conditions, products, and yield The reactants are OCC1=C(C=CC=C1)O (2-hydroxymethylphenol), N1N=CN=C1 (1H-1,2,4-triazole). Reaction conditions: temperature 160 celsius, time 1 hour. The product is N1(N=CN=C1)CC1=C(C=CC=C1)O (2-(1H-1,2,4-triazol-1-ylmethyl)phenol). The yield is 75.6%. Reaction SMILES: O[CH2:2][C:3]1[CH:8]=[CH:7][CH:6]=[CH:5][C:4]=1[OH:9].[NH:10]1[CH:14]=[N:13][CH:12]=[N:11]1>>[N:10]1([CH2:2][C:3]2[CH:8]=[CH:7][CH:6]=[CH:5][C:4]=2[OH:9])[CH:14]=[N:13][CH:12]=[N:11]1. Procedure: The mixture of 2-hydroxymethylphenol (25.3 g) and 1H-1,2,4-triazole (15.5 g) was agitated at about 160° C. for 1 hour. After left to stand for cooling, the mixture was solidified into crystal, which was then recrystallized from ethanol and collected to give the title compound (27 g; 76 %). Starting materials: C(C1=CC=CC=C1)=O (benzaldehyde), C(C)(C)(C)OC(NCCCN)=O (tert-butyl(3-aminopropyl)carbamate). Yields the product C(C1=CC=CC=C1)NCCCN (N1-benzylpropane-1,3-diamine). As a reaction SMILES: [CH:1](=O)[C:2]1[CH:7]=[CH:6][CH:5]=[CH:4][CH:3]=1.C(OC(=O)[NH:15][CH2:16][CH2:17][CH2:18][NH2:19])(C)(C)C>>[CH2:1]([NH:15][CH2:16][CH2:17][CH2:18][NH2:19])[C:2]1[CH:7]=[CH:6][CH:5]=[CH:4][CH:3]=1. Procedure details: Example 20 was prepared in a similar fashion to Example 18 (CZ-25) from benzaldehyde and tert-butyl(3-aminopropyl)carbamate. 1H NMR (500 MHz, D2O) δ 7.49 (quint, J=3 Hz, 5H), 4.26 (s, 2H), 3.17 (t, J=8 Hz, 2H), 3.07 (t, J=8 Hz, 2H), 2.09 (quint, J=7.5 Hz, 2H). 13C NMR (125 MHz, D2O) δ 130.6, 129.9, 129.8, 129.4, 51.4, 44.1, 36.7, 23.9. LRMS [M+H]+291.3. Starting materials: C(\C=C\CCCCCCC)(=O)O (trans-2-decenoic acid), C(C)N(CCO)CC (2-(diethylamino)ethanol). The product is C(\C=C\CCCCCCC)(=O)OCCN(CC)CC ((E)-2-(diethylamino)ethyl dec-2-enoate). As a reaction SMILES: [C:1]([OH:12])(=[O:11])/[CH:2]=[CH:3]/[CH2:4][CH2:5][CH2:6][CH2:7][CH2:8][CH2:9][CH3:10].[CH2:13]([N:15]([CH2:19][CH3:20])[CH2:16][CH2:17]O)[CH3:14]>>[C:1]([O:12][CH2:14][CH2:13][N:15]([CH2:19][CH3:20])[CH2:16][CH3:17])(=[O:11])/[CH:2]=[CH:3]/[CH2:4][CH2:5][CH2:6][CH2:7][CH2:8][CH2:9][CH3:10]. Reported procedure: The same operation as in Example 1-1 or 1-2 was carried out using trans-2-decenoic acid and 2-(diethylamino)ethanol as starting materials to give the aimed compound. Starting materials: NC(=O)CCN1C(=O)C(CC(=O)O)SC1c1ccc(C#Cc2ccccc2)s1, CCOP(=O)(C#N)OCC, CCN(C(C)C)C(C)C, CN(C)C=O, O, NCCc1c[nH]c2ccccc12. The product is NC(=O)CCN1C(=O)C(CC(=O)NCCc2c[nH]c3ccccc23)SC1c1ccc(C#Cc2ccccc2)s1. Reaction SMILES: [C:1]([NH2:2])(=[O:3])[CH2:4][CH2:5][N:6]1[CH:7]([c:16]2[s:17][c:18]([C:21]#[C:22][c:23]3[cH:24][cH:25][cH:26][cH:27][cH:28]3)[cH:19][cH:20]2)[S:8][CH:9]([CH2:12][C:13](=[O:14])[OH:15])[C:10]1=[O:11].[C:41]([P:42](=[O:43])([O:44][CH2:45][CH3:46])[O:47][CH2:48][CH3:49])#[N:50].[CH:51]([N:52]([CH:53]([CH3:54])[CH3:55])[CH2:56][CH3:57])([CH3:58])[CH3:59].[O:60]=[CH:61][N:62]([CH3:63])[CH3:64].[OH2:65].[nH:29]1[cH:30][c:31]([CH2:38][CH2:39][NH2:40])[c:32]2[cH:33][cH:34][cH:35][cH:36][c:37]12>>[C:1]([NH2:2])(=[O:3])[CH2:4][CH2:5][N:6]1[CH:7]([c:16]2[s:17][c:18]([C:21]#[C:22][c:23]3[cH:24][cH:25][cH:26][cH:27][cH:28]3)[cH:19][cH:20]2)[S:8][CH:9]([CH2:12][C:13](=[O:14])[NH:40][CH2:39][CH2:38][c:31]2[cH:30][nH:29][c:37]3[c:32]2[cH:33][cH:34][cH:35][cH:36]3)[C:10]1=[O:11]. Reactants: CN1N=C(C=C1OS(=O)(=O)C(C(C(C(F)(F)F)(F)F)(F)F)(F)F)Br (1-methyl-3-bromo-5-(nonafluorobutanesulfonyloxy)pyrazole), [Br-].CC=1C=CC(=NC1)[Zn+] (5-methylpyridin-2-ylzinc bromide), O1CCCC1 (tetrahydrofuran). Reagents/catalysts: [Pd].C1(=CC=CC=C1)P(C1=CC=CC=C1)C1=CC=CC=C1.C1(=CC=CC=C1)P(C1=CC=CC=C1)C1=CC=CC=C1.C1(=CC=CC=C1)P(C1=CC=CC=C1)C1=CC=CC=C1.C1(=CC=CC=C1)P(C1=CC=CC=C1)C1=CC=CC=C1 (tetrakis(triphenylphosphine) palladium (0)). Solvent: CN(C=O)C (N,N-dimethylformamide), O (water). Run at temperature 60 celsius, time 18 hour. Product: CN1N=C(C=C1C1=NC=C(C=C1)C)Br (1-methyl-3-bromo-5-(5-methylpyridin-2-yl)pyrazole). Isolated yield 41.0%. RXN SMILES: [CH3:1][N:2]1[C:6](OS(C(F)(F)C(F)(F)C(F)(F)C(F)(F)F)(=O)=O)=[CH:5][C:4]([Br:24])=[N:3]1.[Br-].[CH3:26][C:27]1[CH:28]=[CH:29][C:30]([Zn+])=[N:31][CH:32]=1.O1CCCC1>CN(C)C=O.O.[Pd].C1(P(C2C=CC=CC=2)C2C=CC=CC=2)C=CC=CC=1.C1(P(C2C=CC=CC=2)C2C=CC=CC=2)C=CC=CC=1.C1(P(C2C=CC=CC=2)C2C=CC=CC=2)C=CC=CC=1.C1(P(C2C=CC=CC=2)C2C=CC=CC=2)C=CC=CC=1>[CH3:1][N:2]1[C:6]([C:30]2[CH:29]=[CH:28][C:27]([CH3:26])=[CH:32][N:31]=2)=[CH:5][C:4]([Br:24])=[N:3]1 |f:1.2,6.7.8.9.10|. Procedure details: A solution of 1-methyl-3-bromo-5-(nonafluorobutanesulfonyloxy)pyrazole from Step 2 (0.36 g, 0.784 mmol) and tetrakis(triphenylphosphine) palladium (0) (0.09 g, 10 mol %) in dry N,N-dimethylformamide (2 mL) was stirred under nitrogen at 60° C. for 10 min, followed by addition of a solution of 5-methylpyridin-2-ylzinc bromide in tetrahydrofuran (0.5M, 1.8 mL, 0.9 mmol). The solution was stirred at 60° C. for 18 hours then cooled, diluted with water (30 mL), and extracted with ethyl acetate (2×20 m... Yields the product CC(C)(C)OC(=O)NCC(=O)Nc1ccc(C#Cc2ccc(C(=O)NC(CNC(=O)OC(C)(C)C)C(=O)NO)cc2)cc1. As a reaction SMILES: [C:7]([CH3:8])([CH3:9])([CH3:10])[O:11][C:12](=[O:13])[NH:14][CH2:15][CH:16]([C:17]([O:19][CH3:18])=[O:20])[NH:21][C:22](=[O:23])[c:24]1[cH:25][cH:26][c:27]([C:30]#[C:31][c:32]2[cH:33][cH:34][c:35]([NH:38][C:39]([CH2:40][NH:41][C:42](=[O:43])[O:44][C:45]([CH3:46])([CH3:47])[CH3:48])=[O:49])[cH:36][cH:37]2)[cH:28][cH:29]1.[CH2:52]1[O:53][CH2:54][CH2:55][CH2:56]1.[CH3:4][O-:5].[CH3:50][OH:51].[CH:61]([OH:62])([CH3:63])[CH3:64].[Cl:57][CH:58]([Cl:59])[Cl:60].[ClH:1].[NH2:2][OH:3].[Na+:6]>>[NH:2]([OH:3])[C:17]([CH:16]([CH2:15][NH:14][C:12]([O:11][C:7]([CH3:8])([CH3:9])[CH3:10])=[O:13])[NH:21][C:22](=[O:23])[c:24]1[cH:25][cH:26][c:27]([C:30]#[C:31][c:32]2[cH:33][cH:34][c:35]([NH:38][C:39]([CH2:40][NH:41][C:42](=[O:43])[O:44][C:45]([CH3:46])([CH3:47])[CH3:48])=[O:49])[cH:36][cH:37]2)[cH:28][cH:29]1)=[O:19]. Reactants: COC(=O)C(CNC(=O)OC(C)(C)C)NC(=O)c1ccc(C#Cc2ccc(NC(=O)CNC(=O)OC(C)(C)C)cc2)cc1, C1CCOC1, C[O-], CO, CC(C)O, ClC(Cl)Cl, Cl, NO, [Na+]. The reactants are CC(=O)C1=C(C=C(C=C1)OCC2=CC=CC=C2)O (4-benzyloxy-2-hydroxyacetophenone), C([O-])([O-])=O.[K+].[K+] (potassium carbonate), [I-].[K+] (potassium iodide), C(#N)C(CCCCBr)(C)C (5-cyano-5-methyl-1-bromohexane). Solvent: CN(C=O)C (dimethylformamide), O (water). Yields the product C(C1=CC=CC=C1)OC1=CC(=C(C(=O)C2=CC=CC=C2)C=C1)OCCCCC(C)(C#N)C (4-(benzyloxy)-2-[(5-methyl-5-cyanohexyl)oxy]-benzophenone). Isolated yield 111.0%. RXN SMILES: [CH3:1][C:2]([C:4]1[CH:9]=[CH:8][C:7]([O:10][CH2:11][C:12]2[CH:17]=[CH:16][CH:15]=[CH:14][CH:13]=2)=[CH:6][C:5]=1[OH:18])=[O:3].C(=O)([O-])[O-].[K+].[K+].[I-].[K+].[C:27]([C:29]([CH3:36])([CH3:35])[CH2:30][CH2:31][CH2:32][CH2:33]Br)#[N:28]>CN(C)C=O.O>[CH2:11]([O:10][C:7]1[CH:8]=[CH:9][C:4]([C:2]([C:1]2[CH:6]=[CH:5][CH:4]=[CH:2][CH:1]=2)=[O:3])=[C:5]([O:18][CH2:33][CH2:32][CH2:31][CH2:30][C:29]([CH3:36])([C:27]#[N:28])[CH3:35])[CH:6]=1)[C:12]1[CH:17]=[CH:16][CH:15]=[CH:14][CH:13]=1 |f:1.2.3,4.5|. Procedure details: A solution of 4-benzyloxy-2-hydroxyacetophenone (2.45 g), potassium carbonate (3.25 g), potassium iodide (0.42 g), and 5-cyano-5-methyl-1-bromohexane (2.6 g) in dimethylformamide (40 mL) was heated at 90° C. for 22 hours under nitrogen. The slurry was cooled, poured into water (150 mL) and extracted with ethyl acetate. The combined extracts were washed with water, dried (MgSO4), filtered, and concentrated under reduced pressure to an orange oil. This was purified by flash chromatography (ethyl a...